This data is from the Open Reaction Database (ORD), a public repository of structured organic reaction records. The task is: describe an organic reaction: reactants, conditions, products, and yield The reactants are ClC1=CC=C(C(C(=O)O)=C1)O (5-chlorosalicylic acid), C(=C)C=1C=C(N)C=CC1 (3-vinylaniline). Product: ClC=1C=CC(=C(C(=O)NC2=CC(=CC=C2)C=C)C1)O (5-Chloro-2-hydroxy-N-(3-vinylphenyl)benzamide). As a reaction SMILES: [Cl:1][C:2]1[CH:10]=[C:6]([C:7]([OH:9])=O)[C:5]([OH:11])=[CH:4][CH:3]=1.[CH:12]([C:14]1[CH:15]=[C:16]([CH:18]=[CH:19][CH:20]=1)[NH2:17])=[CH2:13]>>[Cl:1][C:2]1[CH:3]=[CH:4][C:5]([OH:11])=[C:6]([CH:10]=1)[C:7]([NH:17][C:16]1[CH:18]=[CH:19][CH:20]=[C:14]([CH:12]=[CH2:13])[CH:15]=1)=[O:9]. Procedure: This material was prepared according to the method of Example 1 using 5-chlorosalicylic acid and 3-vinylaniline, with reagents and solvents employed in similar molar ratios. 1HNMR (500 MHz, DMSO-d6): δ 5.32 (m, 1H, C═CH2 cis), 5.83 (m, 1H, C═CH2 trans), 6.75 (m, 1H, ArCH═CH2), 7.02 (m, 1H, H3), 7.28 (m, 1H, H6′), 7.37 (m, 1H, H5′), 7.49 (m, 1H, H4), 7.62 (m, 1H, H4′), 7.80 (m, 1H, H2′), 7.90 (m, 1H, H6).